This data is from the Open Reaction Database (ORD), a public repository of structured organic reaction records. The task is: describe an organic reaction: reactants, conditions, products, and yield Starting materials: COC(=O)c1cn(-c2cccc(N(C)C)c2)c2ncccc12, Cl, [Na+], C1CCOC1, [OH-]. The product is CN(C)c1cccc(-n2cc(C(=O)O)c3cccnc32)c1. Reaction SMILES: [CH3:3][N:4]([c:5]1[cH:6][c:7](-[n:11]2[cH:12][c:13]([C:20](=[O:21])[O:22][CH3:23])[c:14]3[c:15]2[n:16][cH:17][cH:18][cH:19]3)[cH:8][cH:9][cH:10]1)[CH3:24].[ClH:25].[Na+:2].[O:26]1[CH2:27][CH2:28][CH2:29][CH2:30]1.[OH-:1]>>[CH3:3][N:4]([c:5]1[cH:6][c:7](-[n:11]2[cH:12][c:13]([C:20](=[O:21])[OH:22])[c:14]3[c:15]2[n:16][cH:17][cH:18][cH:19]3)[cH:8][cH:9][cH:10]1)[CH3:24]. Reactants: C(CCCCCCCCCCC)OC1=CC=C(C=C1)S(=O)(=O)C(C(=O)O)CC (2-[(4-Dodecyloxyphenyl)sulfonyl]butanoic acid), S(=O)(Cl)Cl (thionyl chloride). Reagents/catalysts: CN(C=O)C (dimethylformamide). Solvent: C(C)(=O)OCC (ethyl acetate). Run at temperature 70 celsius. Yields the product C(CCCCCCCCCCC)OC1=CC=C(C=C1)S(=O)(=O)C(C(=O)Cl)CC (2-[(4-Dodecyloxyphenyl)sulfonyl]butanoyl Chloride). Reaction SMILES: [CH2:1]([O:13][C:14]1[CH:19]=[CH:18][C:17]([S:20]([CH:23]([CH2:27][CH3:28])[C:24](O)=[O:25])(=[O:22])=[O:21])=[CH:16][CH:15]=1)[CH2:2][CH2:3][CH2:4][CH2:5][CH2:6][CH2:7][CH2:8][CH2:9][CH2:10][CH2:11][CH3:12].S(Cl)([Cl:31])=O>C(OCC)(=O)C.CN(C)C=O>[CH2:1]([O:13][C:14]1[CH:19]=[CH:18][C:17]([S:20]([CH:23]([CH2:27][CH3:28])[C:24]([Cl:31])=[O:25])(=[O:22])=[O:21])=[CH:16][CH:15]=1)[CH2:2][CH2:3][CH2:4][CH2:5][CH2:6][CH2:7][CH2:8][CH2:9][CH2:10][CH2:11][CH3:12]. Reported procedure: 2-[(4-Dodecyloxyphenyl)sulfonyl]butanoic acid (19.5 g, 47.33 mMole) was suspended in ethyl acetate (150 mL) to which was added several drops of dimethylformamide and thionyl chloride (14.4 mL, 119 mMole). The mixture was heated at 70° C. for 1.5 hours, cooled, concentrated under reduced pressure, co-evaporated with ethyl acetate (2×100 mL) and the oil so obtained used as such in the next step of the reaction sequence. Reactants: OCC1CCC(CC1)CO (1,4-bis(Hydroxymethyl)cyclohexane), [H-].[Na+] (NaH), CI (CH3I), [NH4+].[Cl-] (NH4Cl). Isolated yield 32.6%. Yields the product COCC1CCC(CC1)CO (4-methoxymethyl-cyclohexylmethanol), residue. RXN SMILES: [OH:1][CH2:2][CH:3]1[CH2:8][CH2:7][CH:6]([CH2:9][OH:10])[CH2:5][CH2:4]1.[H-].[Na+].[CH3:13]I.[NH4+].[Cl-]>CN(C=O)C.CCCCCC.C(OCC)(=O)C>[CH3:13][O:1][CH2:2][CH:3]1[CH2:8][CH2:7][CH:6]([CH2:9][OH:10])[CH2:5][CH2:4]1 |f:1.2,4.5,7.8|. Solvent: CN(C)C=O (DMF), CN(C)C=O (DMF), CCCCCC.C(C)(=O)OCC (hexane ethyl acetate). Reported procedure: 1,4-bis(Hydroxymethyl)cyclohexane (5 g, 0.0347 mol), cis/trans mixture 1:3, in anhydrous DMF (20 cm3) was added dropwise to NaH (1.6 g, 0.0366 mol, 55%) washed with hexane, under atmosphere of nitrogen. The mixture was stirred at room temperature for 1/2 h, then CH3I (5 g, 0.0352 mol) dissolved in DMF (20 cm3) was added dropwise. After the addition was complete the solution was stirred at room temperature for 2 h; NH4Cl solution was added then thoroughly extracted with ether, to which Na2SO4 was... Reaction conditions: time 0.5 hour.